Dataset: the Open Reaction Database (ORD), a public repository of structured organic reaction records. Task: describe an organic reaction: reactants, conditions, products, and yield The reactants are N1=CC=CC=C1.F (hydrogen fluoride-pyridine), COC(CCCCCSC1=C(C[C@H]([C@@H]1\C=C\[C@H](C[C@@H](CCCC)C)O[Si](C)(C)C(C)(C)C)O[Si](C)(C)C(C)(C)C)OC(C(C)(C)C)=O)=O (methyl(11R,12S,13E,15S,17R)-9-pivaloyloxy-11,15-bis(tert-butyldimethylsiloxy)-17,20-dimethyl-7-thiaprosta-8,13-dienoate). The product is COC(CCCCCSC1=C(C[C@H]([C@@H]1\C=C\[C@H](C[C@@H](CCCC)C)O)O)OC(C(C)(C)C)=O)=O (methyl(11R,13E,15S,17R)-9-pivaloyloxy-11,15-dihydroxy-17,20-dimethyl-7-thiaprosta-8,13-dienoate). Isolated yield 54.6%. As a reaction SMILES: N1C=CC=CC=1.F.[CH3:8][O:9][C:10](=[O:55])[CH2:11][CH2:12][CH2:13][CH2:14][CH2:15][S:16][C:17]1[C@@H:21](/[CH:22]=[CH:23]/[C@@H:24]([O:32][Si](C(C)(C)C)(C)C)[CH2:25][C@H:26]([CH3:31])[CH2:27][CH2:28][CH2:29][CH3:30])[C@H:20]([O:40][Si](C(C)(C)C)(C)C)[CH2:19][C:18]=1[O:48][C:49](=[O:54])[C:50]([CH3:53])([CH3:52])[CH3:51]>>[CH3:8][O:9][C:10](=[O:55])[CH2:11][CH2:12][CH2:13][CH2:14][CH2:15][S:16][C:17]1[C@@H:21](/[CH:22]=[CH:23]/[C@@H:24]([OH:32])[CH2:25][C@H:26]([CH3:31])[CH2:27][CH2:28][CH2:29][CH3:30])[C@H:20]([OH:40])[CH2:19][C:18]=1[O:48][C:49](=[O:54])[C:50]([CH3:53])([CH3:52])[CH3:51] |f:0.1|. Procedure: Using as the material and reagent a hydrogen fluoride-pyridine solution (0.7 ml) and methyl(11R,12S,13E,15S,17R)-9-pivaloyloxy-11,15-bis(tert-butyldimethylsiloxy)-17,20-dimethyl-7-thiaprosta-8,13-dienoate (564 mg), the same procedure was performed as in Example 2 was performed to obtain methyl(11R,13E,15S,17R)-9-pivaloyloxy-11,15-dihydroxy-17,20-dimethyl-7-thiaprosta-8,13-dienoate (211 mg, 55%). Starting materials: C(=O)=O (carbon dioxide), Cl (hydrochloric acid), C(=O)(O)C=1SC(=CC1OCC(=O)O)Cl ((2-carboxy-5-chloro-3-thienyl)oxyacetic acid), N1=CC=CC2=CC=CC=C12 (quinoline). The reagents and catalysts are [Cu] (copper). The solvent is O (water), O (water). The product is ClC(C(=O)O)OC=1C=CSC1 (2-chloro-4-thienyloxy-acetic acid). RXN SMILES: C([C:4]1[S:5][C:6](Cl)=[CH:7][C:8]=1[O:9][CH2:10][C:11]([OH:13])=[O:12])(O)=O.N1C2C(=CC=CC=2)C=CC=1.C(=O)=O.[ClH:28]>[Cu].O>[Cl:28][CH:10]([O:9][C:8]1[CH:7]=[CH:6][S:5][CH:4]=1)[C:11]([OH:13])=[O:12]. Procedure: A mixture of 1.63 g of the product of Step C, 3.5 ml of quinoline and 0.24 g of Gattermann copper was heated to 200° C. under nitrogen during which 165 ml of carbon dioxide gas evolved for the water and the mixture was then poured into iced water. 5.6 ml of 10N hydrochloric acid were added thereto and the mixture was extracted with ether. The ether phase was dried and evaporated to dryness and the residue was effloresced with petroleum ether (Bp -60°-80° C.) to obtain 1.2 g of 2-chloro-4-thienyl... Reactants: BrC=1SC(=NN1)C1=C(C=C(C=C1)C=1C=NN(C1)C)Cl (2-bromo-5-(2-chloro-4-(1-methyl-1H-pyrazol-4-yl)phenyl)-1,3,4-thiadiazole), CN1C[C@@H]2CNC[C@@H]2C1 ((3aR,6aS)-2-methyloctahydropyrrolo[3,4-c]pyrrole). Run in CN1CCCC1=O (NMP), C(Cl)Cl (DCM). Run at temperature 120 celsius, time 16 hour. Product: ClC1=C(C=CC(=C1)C=1C=NN(C1)C)C=1SC(=NN1)N1C[C@@H]2CN(C[C@@H]2C1)C (2-(2-Chloro-4-(1-methyl-1H-pyrazol-4-yl)phenyl)-5-((3aR,6aS)-5-methylhexahydropyrrolo[3,4-c]pyrrol-2(1H)-yl)-1,3,4-thiadiazole). The yield is 12.7%. As a reaction SMILES: Br[C:2]1[S:3][C:4]([C:7]2[CH:12]=[CH:11][C:10]([C:13]3[CH:14]=[N:15][N:16]([CH3:18])[CH:17]=3)=[CH:9][C:8]=2[Cl:19])=[N:5][N:6]=1.[CH3:20][N:21]1[CH2:28][C@@H:27]2[C@@H:23]([CH2:24][NH:25][CH2:26]2)[CH2:22]1>CN1C(=O)CCC1.C(Cl)Cl>[Cl:19][C:8]1[CH:9]=[C:10]([C:13]2[CH:14]=[N:15][N:16]([CH3:18])[CH:17]=2)[CH:11]=[CH:12][C:7]=1[C:4]1[S:3][C:2]([N:25]2[CH2:26][C@@H:27]3[C@@H:23]([CH2:22][N:21]([CH3:20])[CH2:28]3)[CH2:24]2)=[N:6][N:5]=1. Reported procedure: A stirred suspension of 2-bromo-5-(2-chloro-4-(1-methyl-1H-pyrazol-4-yl)phenyl)-1,3,4-thiadiazole (70 mg, 0.197 mmol) and (3aR,6aS)-2-methyloctahydropyrrolo[3,4-c]pyrrole (75 mg, 0.590 mmol) in NMP (0.5 mL) was heated to 120° C. and the resulting solution was stirred for 16 hours. The reaction mixture was diluted with DCM (20 mL) and washed with saturated NaHCO3(aq) (20 mL). The organic phase was separated and the aqueous phase was re-extracted with DCM (20 mL). The combined organic phases were ... The reactants are [N+](=O)([O-])C=1C=C(C=C(C1)C(=O)OC)NC(=O)NC1=CC(=CC(=C1)C(=O)OC)[N+](=O)[O-] (N,N'-bis(3-nitro-5-methoxycarbonylphenyl)urea), NC(CO)CO (serinol). Yields the product [N+](=O)([O-])C=1C=C(C=C(C1)C(=O)NC(CO)CO)NC(=O)NC1=CC(=CC(=C1)C(=O)NC(CO)CO)[N+](=O)[O-] (N,N'-bis[3-nitro-5-(1,3-dihydroxyprop-2-ylaminocarbonyl)phenyl]urea). The yield is 95.0%. RXN SMILES: [N+:1]([C:4]1[CH:5]=[C:6]([NH:14][C:15]([NH:17][C:18]2[CH:23]=[C:22]([C:24](OC)=[O:25])[CH:21]=[C:20]([N+:28]([O-:30])=[O:29])[CH:19]=2)=[O:16])[CH:7]=[C:8]([C:10](OC)=[O:11])[CH:9]=1)([O-:3])=[O:2].[NH2:31][CH:32]([CH2:35][OH:36])[CH2:33][OH:34]>>[N+:28]([C:20]1[CH:19]=[C:18]([NH:17][C:15]([NH:14][C:6]2[CH:7]=[C:8]([C:10]([NH:31][CH:32]([CH2:35][OH:36])[CH2:33][OH:34])=[O:11])[CH:9]=[C:4]([N+:1]([O-:3])=[O:2])[CH:5]=2)=[O:16])[CH:23]=[C:22]([C:24]([NH:31][CH:32]([CH2:35][OH:36])[CH2:33][OH:34])=[O:25])[CH:21]=1)([O-:30])=[O:29]. Reported procedure: The reaction was performed analogous to the synthesis described above for Example 10c starting from N,N'-bis(3-nitro-5-methoxycarbonylphenyl)urea (12.0 g, 28.7 mmol) and serinol (6.83 g, 75 mmol). The crude reaction product was purified by trituration with acetonitrile (2×50 ml), with water (200 ml) and with acetonitrile (3×50 ml) to give 95% pure product. Yield: 12.0 g (78%).